This data is from the Open Reaction Database (ORD), a public repository of structured organic reaction records. The task is: describe an organic reaction: reactants, conditions, products, and yield Starting materials: O=C([O-])N(Cc1ccccc1)C12CC3CC1CC(c1ccc(N4CCCS4(=O)=O)cc1)(C3)C2, CO. The product is NC12CC3CC1CC(c1ccc(N4CCCS4(=O)=O)cc1)(C3)C2. RXN SMILES: [CH2:1]([c:5]1[cH:6][cH:7][cH:9][cH:10][cH:11]1)[N:8]([C:2](=[O:3])[O-:4])[C:12]12[CH2:13][C:14]3([c:21]4[cH:22][cH:23][c:24]([N:27]5[S:28](=[O:32])(=[O:33])[CH2:29][CH2:30][CH2:31]5)[cH:25][cH:26]4)[CH2:15][CH:16]1[CH2:17][CH:18]([CH2:19]2)[CH2:20]3.[CH3:34][OH:35]>>[NH2:8][C:12]12[CH2:13][C:14]3([c:21]4[cH:22][cH:23][c:24]([N:27]5[S:28](=[O:32])(=[O:33])[CH2:29][CH2:30][CH2:31]5)[cH:25][cH:26]4)[CH2:15][CH:16]1[CH2:17][CH:18]([CH2:19]2)[CH2:20]3. The reactants are CN(C)CC=1OC(=CC1)CSCCN (2-(2-Dimethylaminomethyl-5-furylmethylthio)ethylamine), [N+](=O)([O-])NC1=NC=C(C(N1)=O)CC1=CC(N(C=C1)CC1=CC=CC=C1)=O (2-nitroamino-5-(1-benzyl-2-oxopyridin-4-ylmethyl)pyrimidin-4-one). Run in N1=CC=CC=C1 (pyridine). The product is CN(C)CC=1OC(=CC1)CSCCNC1=NC=C(C(N1)=O)CC1=CC(N(C=C1)CC1=CC=CC=C1)=O (2-[2-(2-dimethylaminomethyl-5-furylmethylthio)ethylamino]-5-(1-benzyl-2-oxopyridin-4-ylmethyl)pyrimidin-4-one). Isolated yield 83.1%. As a reaction SMILES: [CH3:1][N:2]([CH2:4][C:5]1[O:6][C:7]([CH2:10][S:11][CH2:12][CH2:13][NH2:14])=[CH:8][CH:9]=1)[CH3:3].[N+](N[C:19]1[NH:24][C:23](=[O:25])[C:22]([CH2:26][C:27]2[CH:32]=[CH:31][N:30]([CH2:33][C:34]3[CH:39]=[CH:38][CH:37]=[CH:36][CH:35]=3)[C:29](=[O:40])[CH:28]=2)=[CH:21][N:20]=1)([O-])=O>N1C=CC=CC=1>[CH3:3][N:2]([CH2:4][C:5]1[O:6][C:7]([CH2:10][S:11][CH2:12][CH2:13][NH:14][C:19]2[NH:24][C:23](=[O:25])[C:22]([CH2:26][C:27]3[CH:32]=[CH:31][N:30]([CH2:33][C:34]4[CH:39]=[CH:38][CH:37]=[CH:36][CH:35]=4)[C:29](=[O:40])[CH:28]=3)=[CH:21][N:20]=2)=[CH:8][CH:9]=1)[CH3:1]. Procedure details: 2-(2-Dimethylaminomethyl-5-furylmethylthio)ethylamine (2.28 g) and 2-nitroamino-5-(1-benzyl-2-oxopyridin-4-ylmethyl)pyrimidin-4-one (2.80 g) were refluxed in pyridine (12 ml) for 20 hours. The reaction mixture was evaporated under reduced pressure and the resultant oily residue was washed with hot water. The mixture was allowed to cool and the water was washed twice with cold water and recrystallised from isopropanol to yield 2-[2-(2-dimethylaminomethyl-5-furylmethylthio)ethylamino]-5-(1-benzyl-...